Dataset: the Open Reaction Database (ORD), a public repository of structured organic reaction records. Task: describe an organic reaction: reactants, conditions, products, and yield Starting materials: O=C1CCC1, COc1cc(C(F)(F)F)cc(SC)c1C(=O)NC1CCCC1N. Yields the product COc1cc(C(F)(F)F)cc(SC)c1C(=O)NC1CCCC1NC1CCC1. Reaction SMILES: [C:24]1(=[O:28])[CH2:25][CH2:26][CH2:27]1.[NH2:1][CH:2]1[CH:3]([NH:7][C:8]([c:9]2[c:10]([O:21][CH3:22])[cH:11][c:12]([C:17]([F:18])([F:19])[F:20])[cH:13][c:14]2[S:15][CH3:16])=[O:23])[CH2:4][CH2:5][CH2:6]1>>[NH:1]([CH:2]1[CH:3]([NH:7][C:8]([c:9]2[c:10]([O:21][CH3:22])[cH:11][c:12]([C:17]([F:18])([F:19])[F:20])[cH:13][c:14]2[S:15][CH3:16])=[O:23])[CH2:4][CH2:5][CH2:6]1)[CH:24]1[CH2:25][CH2:26][CH2:27]1. Reactants: C(C)(C)(C)OC(=O)NCC=1C=NC(=CC1)Cl (3-(tert-butoxycarbonylamino-methyl)-6-chloropyridine), CN(C)C=O (DMF). Reagents/catalysts: [C-]#N.[Zn+2].[C-]#N (zinc cyanide), C=1C=CC(=CC1)/C=C/C(=O)/C=C/C2=CC=CC=C2.C=1C=CC(=CC1)/C=C/C(=O)/C=C/C2=CC=CC=C2.C=1C=CC(=CC1)/C=C/C(=O)/C=C/C2=CC=CC=C2.[Pd].[Pd] (tris(dibenzylideneacetone)dipalladium(0)), C1=CC=C(C=C1)P([C-]2C=CC=C2)C3=CC=CC=C3.C1=CC=C(C=C1)P([C-]2C=CC=C2)C3=CC=CC=C3.[Fe+2] (dppf). The solvent is O (water), CCOC(=O)C (EtOAc). Conditions: temperature 70 celsius. The product is C(C)(C)(C)OC(=O)NCC=1C=NC(=CC1)C#N (3-(tert-Butoxycarbonylamino-methyl)-6-cyano-pyridine). The yield is 90.0%. Reaction SMILES: [C:1]([O:5][C:6]([NH:8][CH2:9][C:10]1[CH:11]=[N:12][C:13](Cl)=[CH:14][CH:15]=1)=[O:7])([CH3:4])([CH3:3])[CH3:2].[CH3:17][N:18](C=O)C>O.CCOC(C)=O.[C-]#N.[Zn+2].[C-]#N.C1C=CC(/C=C/C(/C=C/C2C=CC=CC=2)=O)=CC=1.C1C=CC(/C=C/C(/C=C/C2C=CC=CC=2)=O)=CC=1.C1C=CC(/C=C/C(/C=C/C2C=CC=CC=2)=O)=CC=1.[Pd].[Pd].C1C=CC(P(C2C=CC=CC=2)[C-]2C=CC=C2)=CC=1.C1C=CC(P(C2C=CC=CC=2)[C-]2C=CC=C2)=CC=1.[Fe+2]>[C:1]([O:5][C:6]([NH:8][CH2:9][C:10]1[CH:11]=[N:12][C:13]([C:17]#[N:18])=[CH:14][CH:15]=1)=[O:7])([CH3:4])([CH3:3])[CH3:2] |f:4.5.6,7.8.9.10.11,12.13.14|. Procedure details: Under a nitrogen atmosphere, add 3-(tert-butoxycarbonylamino-methyl)-6-chloropyridine (13.1 g, 54 mmol), zinc cyanide (9.5 g, 81 mmol), tris(dibenzylideneacetone)dipalladium(0) (494 mg, 0.54 mmol), and dppf (550 mg, 0.81 mmol) to DMF (130 mL). Heat the mixture at 70° C. overnight. Cool the mixture to room temperature and dilute with water and EtOAc. Separate the layers, and extract the aqueous layer with EtOAc. Wash the combined organic extracts with water and brine. Dry the organic solution ove... The reactants are C1(CCCCC1)NC(CCCC=1C=CC=C2C=CC(=CC12)SC(C(=O)OCC)C(C)=O)=O (Ethyl 2-{[8-[4-(cyclohexylamino)-4-oxobutyl]-2-naphthyl]sulphanyl}-3-oxo-butanoate), S(O)(O)(=O)=O (sulphuric acid). Solvent: ice. Conditions: time 5 minute. Product: C1(CCCCC1)NC(CCCC=1C=CC=C2C=CC=3SC(=C(C3C12)C)C(=O)OCC)=O (Ethyl 9-[4-(cyclohexylamino)-4-oxobutyl]-1-methylnaphtho[2,1-b]thiophene-2-carboxylate). As a reaction SMILES: [CH:1]1([NH:7][C:8](=[O:32])[CH2:9][CH2:10][CH2:11][C:12]2[CH:13]=[CH:14][CH:15]=[C:16]3[C:21]=2[CH:20]=[C:19]([S:22][CH:23]([C:29](=O)[CH3:30])[C:24]([O:26][CH2:27][CH3:28])=[O:25])[CH:18]=[CH:17]3)[CH2:6][CH2:5][CH2:4][CH2:3][CH2:2]1.S(=O)(=O)(O)O>>[CH:1]1([NH:7][C:8](=[O:32])[CH2:9][CH2:10][CH2:11][C:12]2[CH:13]=[CH:14][CH:15]=[C:16]3[C:21]=2[C:20]2[C:29]([CH3:30])=[C:23]([C:24]([O:26][CH2:27][CH3:28])=[O:25])[S:22][C:19]=2[CH:18]=[CH:17]3)[CH2:6][CH2:5][CH2:4][CH2:3][CH2:2]1. Reported procedure: The product obtained in Step A (18 mmol) is added all at once to 5 ml of sulphuric acid (d=1.81). The temperature of the reaction mixture rises rapidly to approximately 80° C. After stirring for 5 minutes, the mixture is poured into 100 ml of ice-cold water and is then extracted with dichloromethane. The organic phase is then washed with water, then with saturated sodium hydrogen carbonate solution and then again with water. The organic phase is then dried over magnesium sulphate and is then con... Reactants: ice, Cl (HCl), IC1=CNC2=CC=C(C=C12)C(=O)O (3-iodo-1H-indole-5-carboxylic acid), [H-].[Na+] (NaH), C1(=CC=C(C=C1)S(=O)(=O)Cl)C (p-toluenesulfonyl chloride). Solvent: O (H2O), CN(C)C=O (DMF). Conditions: time 15 minute. Product: IC1=CN(C2=CC=C(C=C12)C(=O)O)S(=O)(=O)C1=CC=C(C)C=C1 (3-iodo-1-tosyl-1H-indole-5-carboxylic acid). Yield: 100.6%. Reaction SMILES: [I:1][C:2]1[C:10]2[C:5](=[CH:6][CH:7]=[C:8]([C:11]([OH:13])=[O:12])[CH:9]=2)[NH:4][CH:3]=1.[H-].[Na+].[C:16]1([CH3:26])[CH:21]=[CH:20][C:19]([S:22](Cl)(=[O:24])=[O:23])=[CH:18][CH:17]=1.Cl>CN(C=O)C.O>[I:1][C:2]1[C:10]2[C:5](=[CH:6][CH:7]=[C:8]([C:11]([OH:13])=[O:12])[CH:9]=2)[N:4]([S:22]([C:19]2[CH:20]=[CH:21][C:16]([CH3:26])=[CH:17][CH:18]=2)(=[O:24])=[O:23])[CH:3]=1 |f:1.2|. Procedure: A solution of 3-iodo-1H-indole-5-carboxylic acid (3.70 g, 12.89 mmol) in DMF (9.5 mL) at 0° C. was treated with NaH (60% in mineral oil) (1.289 g, 32.2 mmol). After 15 min at 0° C., p-toluenesulfonyl chloride (2.95 g, 15.47 mmol) was added in 1 g portions at 0° C. every 15 min and the reaction was warmed slowly in the ice bath to 10° C. After 2 h, the mixture was dumped into H2O and the mixture was acidified with 5 M HCl. The precipitate was collected by filtration, washed with water and dried t... Reactants: 1,1-carbonyldiimidazole, ClC1=C(/C(/N)=N/O)C(=C(C(=N1)C)Cl)C ((Z)-2,5-dichloro-N′-hydroxy-4,6-dimethylnicotinimidamide), OC=1C(=C(C(=O)O)C=CC1OC)[N+](=O)[O-] (3-hydroxy-4-methoxy-2-nitrobenzoic acid). The solvent is CN(C(C)=O)C (N,N-dimethylacetamide), CN(C(C)=O)C (N,N-dimethylacetamide), CN(C(C)=O)C (N,N-dimethylacetamide). Reaction conditions: temperature 135 celsius, time 3 hour. Yields the product ClC1=NC(=C(C(=C1C1=NOC(=N1)C=1C(=C(C(=CC1)OC)O)[N+](=O)[O-])C)Cl)C (3-(3-(2,5-dichloro-4,6-dimethylpyridin-3-yl)-1,2,4-oxadiazol-5-yl)-6-methoxy-2-nitrophenol). Isolated yield 18.3%. As a reaction SMILES: [OH:1][C:2]1[C:3]([N+:13]([O-:15])=[O:14])=[C:4]([CH:8]=[CH:9][C:10]=1[O:11][CH3:12])[C:5]([OH:7])=O.[Cl:16][C:17]1[N:26]=[C:25]([CH3:27])[C:24]([Cl:28])=[C:23]([CH3:29])[C:18]=1/[C:19](=[N:21]/O)/[NH2:20]>CN(C)C(=O)C>[Cl:16][C:17]1[C:18]([C:19]2[N:20]=[C:5]([C:4]3[C:3]([N+:13]([O-:15])=[O:14])=[C:2]([OH:1])[C:10]([O:11][CH3:12])=[CH:9][CH:8]=3)[O:7][N:21]=2)=[C:23]([CH3:29])[C:24]([Cl:28])=[C:25]([CH3:27])[N:26]=1. Procedure: To a stirred suspension of 3-hydroxy-4-methoxy-2-nitrobenzoic acid (0.900 g, 4.22 mmol) in N,N-dimethylacetamide (10.35 mL) at room temperature was added 1,1-carbonyldiimidazole (1.540 g, 9.506 mmol) in 7.65 ml of N,N-dimethylacetamide dropwise. After stirring for three hours, (Z)-2,5-dichloro-N′-hydroxy-4,6-dimethylnicotinimidamide (1.19 g, 5.107 mmol) was added in 2.7 ml of N,N-dimethylacetamide in one portion. The resulting mixture was stirred for one hour and forty five minutes then heated a...